Dataset: the Open Reaction Database (ORD), a public repository of structured organic reaction records. Task: describe an organic reaction: reactants, conditions, products, and yield The reactants are CCCCCCC, COC(=O)C(Cl)Cl, [H-], [Na+], CN(C)C=O, O=[N+]([O-])c1ccc(O)c(O)c1. Yields the product COC(=O)C1Oc2ccc([N+](=O)[O-])cc2O1. Reaction SMILES: [CH3:26][CH2:27][CH2:28][CH2:29][CH2:30][CH2:31][CH3:32].[Cl:14][CH:15]([C:16](=[O:17])[O:18][CH3:19])[Cl:20].[H-:13].[Na+:12].[O:21]=[CH:22][N:23]([CH3:24])[CH3:25].[OH:1][c:2]1[cH:3][cH:4][c:5]([N+:9]([O-:10])=[O:11])[cH:6][c:7]1[OH:8]>>[O:1]1[c:2]2[cH:3][cH:4][c:5]([N+:9]([O-:10])=[O:11])[cH:6][c:7]2[O:8][CH:15]1[C:16](=[O:17])[O:18][CH3:19]. Starting materials: FC(OC=1C=C(C=CC1)CCC(=O)OCC)(F)F (ethyl 3-(3-(trifluoromethoxy)phenyl)propanoate), [OH-].[Li+] (lithium hydroxide). Solvent: C(C)O.O (ethanol water), O (water). Reaction conditions: temperature 15 celsius, time 2 hour. The product is FC(OC=1C=C(C=CC1)CCC(=O)O)(F)F (3-(3-(trifluoromethoxy)phenyl)propanoic acid). RXN SMILES: [F:1][C:2]([F:18])([F:17])[O:3][C:4]1[CH:5]=[C:6]([CH2:10][CH2:11][C:12]([O:14]CC)=[O:13])[CH:7]=[CH:8][CH:9]=1.[OH-].[Li+]>C(O)C.O.O>[F:1][C:2]([F:17])([F:18])[O:3][C:4]1[CH:5]=[C:6]([CH2:10][CH2:11][C:12]([OH:14])=[O:13])[CH:7]=[CH:8][CH:9]=1 |f:1.2,3.4|. Procedure details: To a mixture of 158d (11.0 g, 42 mmol) in ethanol/water (150 mL/100 mL) was added lithium hydroxide (8.8 g, 210 mmol). See FIG. 4. The resulting mixture was stirred at 15° C. for 2 h. The mixture was diluted with water and extracted with EtOAc (200 mL×3). The organic layers were dried over anhydrous sodium sulfate and concentrated to afford 3-(3-(trifluoromethoxy)phenyl)propanoic acid 158e as a colorless oil. Starting materials: FC=1C=C(C(=O)O)C=CC1 (3-fluorobenzoic acid), C(C)#N (acetonitrile), N,N'-carbonyldiimidazole, NC1=NC2=NC(=CC=C2C=C1)Cl (2-amino-7-chloro-1,8-naphthyridine). Run in O (water). Run at temperature 4 celsius. The product is ClC1=CC=C2C=CC(=NC2=N1)NC(C1=CC(=CC=C1)F)=O (N-(7-chloro-1,8-naphthyridin-2-yl)-3-fluorobenzamide). Yield: 75.4%. RXN SMILES: [F:1][C:2]1[CH:3]=[C:4]([CH:8]=[CH:9][CH:10]=1)[C:5]([OH:7])=O.[NH2:11][C:12]1[CH:21]=[CH:20][C:19]2[C:14](=[N:15][C:16]([Cl:22])=[CH:17][CH:18]=2)[N:13]=1.C(#N)C>O>[Cl:22][C:16]1[N:15]=[C:14]2[C:19]([CH:20]=[CH:21][C:12]([NH:11][C:5](=[O:7])[C:4]3[CH:8]=[CH:9][CH:10]=[C:2]([F:1])[CH:3]=3)=[N:13]2)=[CH:18][CH:17]=1. Procedure: The procedure is similar to that described in Example 1, but starting with 3-fluorobenzoic acid (20 g), N,N'-carbonyldiimidazole (23 g) and 2-amino-7-chloro-1,8-naphthyridine (16.9 g). The product produced by precipitation in water (25 g; m.p. 201° C.) is dissolved in boiling acetonitrile (230 cc). After 4 hours' cooling at 4° C., the crystallised solid is separated by filtration, washed with acetonitrile (2×20 cc) and dried at 40° C. under reduced pressure (0.067 kPa). N-(7-chloro-1,8-naphthyri... Reaction SMILES: [Cl:1][C:2]1[N:7]=[C:6]([CH:8]([OH:10])[CH3:9])[C:5]2[C:11]([O:33][CH3:34])=[N:12][N:13]([C:14]([C:27]3[CH:32]=[CH:31][CH:30]=[CH:29][CH:28]=3)([C:21]3[CH:26]=[CH:25][CH:24]=[CH:23][CH:22]=3)[C:15]3[CH:20]=[CH:19][CH:18]=[CH:17][CH:16]=3)[C:4]=2[CH:3]=1.CC(OI1(OC(C)=O)(OC(C)=O)OC(=O)C2C=CC=CC1=2)=O>C(Cl)Cl.[OH-].[Na+]>[Cl:1][C:2]1[N:7]=[C:6]([C:8](=[O:10])[CH3:9])[C:5]2[C:11]([O:33][CH3:34])=[N:12][N:13]([C:14]([C:21]3[CH:26]=[CH:25][CH:24]=[CH:23][CH:22]=3)([C:15]3[CH:16]=[CH:17][CH:18]=[CH:19][CH:20]=3)[C:27]3[CH:32]=[CH:31][CH:30]=[CH:29][CH:28]=3)[C:4]=2[CH:3]=1 |f:3.4|. Run at time 1 hour. Procedure: 1-(6-chloro-3-methoxy-1-trityl-1H-pyrazolo[4,3-c]pyridin-4-yl)ethanol (38B, 130 mg, 0.277 mmol) was taken up in DCM (2.87 ml) and Dess-Martin periodinane (141 mg, 0.332 mmol) was added. The reaction was allowed to stir at rt for 1 hr. The reaction was diluted with DCM (8 ml) and 1N NaOH was added (15 ml) and the mixture was allowed to stir. The organic phase was separated and the aqueous was washed with DCM (20 ml×3). The combined organic layers were washed with brine, dried over MgSO4, and conc... The reactants are ClC1=CC2=C(C(=N1)C(C)O)C(=NN2C(C2=CC=CC=C2)(C2=CC=CC=C2)C2=CC=CC=C2)OC (1-(6-chloro-3-methoxy-1-trityl-1H-pyrazolo[4,3-c]pyridin-4-yl)ethanol), CC(=O)OI1(C=2C=CC=CC2C(=O)O1)(OC(=O)C)OC(=O)C (Dess-Martin periodinane). Run in C(Cl)Cl (DCM), C(Cl)Cl (DCM), [OH-].[Na+] (NaOH). Product: ClC1=CC2=C(C(=N1)C(C)=O)C(=NN2C(C2=CC=CC=C2)(C2=CC=CC=C2)C2=CC=CC=C2)OC (1-(6-chloro-3-methoxy-1-trityl-1H-pyrazolo[4,3-c]pyridin-4-yl)ethanone). Starting materials: ClCC(=O)O (chloroacetic acid), [OH-].[Na+] (sodium hydroxide), BrC1=C(C(=O)O)C=CC(C1)=S=O (2-bromo-4-sulfinylbenzoic acid), Cl (HCl), S(=O)([O-])[O-].[Na+].[Na+] (sodium sulfite), C([O-])(O)=O.[Na+] (sodium bicarbonate), ClCC(=O)O (chloroacetic acid), BrC1=C(C(=O)Cl)C=CC(=C1)S(=O)(=O)Cl (2-bromo-4-(chlorosulfonyl)benzoyl chloride). Solvent: O (water). Run at temperature 75 celsius. Yields the product BrC1=C(C(=O)O)C=CC(=C1)S(=O)(=O)C (2-bromo-4-(methylsulfonyl)benzoic acid). Yield: 46.0%. Reaction SMILES: [S:1]([O-:4])([O-])=[O:2].[Na+].[Na+].[C:7](=O)(O)[O-].[Na+].BrC1C=C(S(Cl)(=O)=O)C=CC=1C(Cl)=O.ClCC(O)=O.[OH-].[Na+].[Br:33][C:34]1[CH2:42][C:41](=S=O)[CH:40]=[CH:39][C:35]=1[C:36]([OH:38])=[O:37].Cl>O>[Br:33][C:34]1[CH:42]=[C:41]([S:1]([CH3:7])(=[O:4])=[O:2])[CH:40]=[CH:39][C:35]=1[C:36]([OH:38])=[O:37] |f:0.1.2,3.4,7.8|. Procedure details: A 50 mL round bottom flask equipped with a reflux condenser, thermometer and magnetic stirrer was charged with 1.6 g (13 mmol) of sodium sulfite, 4.2 g (50 mmol) of sodium bicarbonate and 20 mL of water. The resulting slurry was heated to 75° C. and 4.0 g (13 mmol) of 2-bromo-4-(chlorosulfonyl)benzoyl chloride was added over 30 minutes. After heating at 75° C. for one hour, chloroacetic acid (1.8 g, 19 mmol) and 1.0 mL (19 mmol) of 50% aqueous sodium hydroxide were added sequentially to the aque... The reactants are C=1C=C[NH+]=CC1.[O-][Cr](=O)(=O)Cl (PCC), CC1([C@H]([C@H](CC=C1C)C)CO)C (cis-2,2,3,6-tetramethyl-3-cyclohexene-1-methanol). Solvent: C(Cl)Cl (CH2Cl2), C(Cl)Cl (CH2Cl2). Reaction conditions: time 1 hour. The product is CC1(C(C(CC=C1C)C)C=O)C (2,2,3,6-tetramethyl-3-cyclohexene-1-carbaldehyde). Isolated yield 81.4%. RXN SMILES: C1C=C[NH+]=CC=1.[O-][Cr](Cl)(=O)=O.[CH3:12][C:13]1([CH3:23])[C:18]([CH3:19])=[CH:17][CH2:16][C@H:15]([CH3:20])[C@@H:14]1[CH2:21][OH:22]>C(Cl)Cl>[CH3:23][C:13]1([CH3:12])[C:18]([CH3:19])=[CH:17][CH2:16][CH:15]([CH3:20])[CH:14]1[CH:21]=[O:22] |f:0.1|. Reported procedure: Prepared according to the method described, starting from 15.0 g (70 mmol) of PCC in 150 ml of CH2Cl2 and 8.38 g (50 mmol) of cis-2,2,3,6-tetramethyl-3-cyclohexene-1-methanol, obtained as in example 3b., in 50 ml of CH2Cl2. After stirring for 1 h, the reaction mixture was treated as described above to yield 6.77 g of the desired aldehyde in the form of a yellow oil (2 isomers, cis/trans~9:1). The reactants are C(CC(=O)OCC)(=O)OC(C)(C)C (tert-butyl ethyl malonate), [H-].[Na+] (sodium hydride), Cl.FC=1C=C(C(=O)Cl)C=CC1NCCCCCCCCCCCCCCCC (3-fluoro-4-(hexadecylamino)benzoyl chloride hydrochloride). Run in COCCOC (1,2-dimethoxyethane), COCCOC (1,2-dimethoxyethane), COCCOC (1,2-dimethoxyethane). Yields the product FC=1C=C(C(=O)C(C(=O)OC(C)(C)C)C(=O)OCC)C=CC1NCCCCCCCCCCCCCCCC (tert-butyl ethyl 3-fluoro-4-(hexadecylamino)benzoylmalonate). As a reaction SMILES: [C:1]([O:9][C:10]([CH3:13])([CH3:12])[CH3:11])(=[O:8])[CH2:2][C:3]([O:5][CH2:6][CH3:7])=[O:4].[H-].[Na+].Cl.[F:17][C:18]1[CH:19]=[C:20]([CH:24]=[CH:25][C:26]=1[NH:27][CH2:28][CH2:29][CH2:30][CH2:31][CH2:32][CH2:33][CH2:34][CH2:35][CH2:36][CH2:37][CH2:38][CH2:39][CH2:40][CH2:41][CH2:42][CH3:43])[C:21](Cl)=[O:22]>COCCOC>[F:17][C:18]1[CH:19]=[C:20]([CH:24]=[CH:25][C:26]=1[NH:27][CH2:28][CH2:29][CH2:30][CH2:31][CH2:32][CH2:33][CH2:34][CH2:35][CH2:36][CH2:37][CH2:38][CH2:39][CH2:40][CH2:41][CH2:42][CH3:43])[C:21]([CH:2]([C:3]([O:5][CH2:6][CH3:7])=[O:4])[C:1]([O:9][C:10]([CH3:12])([CH3:11])[CH3:13])=[O:8])=[O:22] |f:1.2,3.4|. Procedure: A solution of 28.0 g. of tert-butyl ethyl malonate in 10 ml. of 1,2-dimethoxyethane is added to a suspension of 4.0 g. of sodium hydride in 1,2-dimethoxyethane under argon. A solution of 17.3 g. of 3-fluoro-4-(hexadecylamino)benzoyl chloride hydrochloride in 1,2-dimethoxyethane is then added. The reaction mixture is refluxed for 5 hours, cooled, poured on ice and extracted with ether. The ether solution is washed with water and saturated sodium chloride solution, dried over anhydrous sodium sulf... Starting materials: FC=1C(=C2C(=NC1)OC(=C2C2=CC=CC=C2)[Si](CC)(CC)CC)OCOC (5-Fluoro-4-methoxymethoxy-3-phenyl-2-(triethylsilanyl)-furo[2,3-b]pyridine), C1CC(=O)N(C1=O)I (NIS). The solvent is CN(C)C=O (DMF). Conditions: temperature 50 celsius, time 8 hour. The product is FC1=C(C2=C(N=C1)OC(=C2C2=CC=CC=C2)I)O (5-Fluoro-2-iodo-3-phenyl-furo[2,3-b]pyridin-4-ol). Reaction SMILES: [F:1][C:2]1[C:3]([O:24]COC)=[C:4]2[C:10]([C:11]3[CH:16]=[CH:15][CH:14]=[CH:13][CH:12]=3)=[C:9]([Si](CC)(CC)CC)[O:8][C:5]2=[N:6][CH:7]=1.C1C(=O)N([I:35])C(=O)C1>CN(C=O)C>[F:1][C:2]1[CH:7]=[N:6][C:5]2[O:8][C:9]([I:35])=[C:10]([C:11]3[CH:16]=[CH:15][CH:14]=[CH:13][CH:12]=3)[C:4]=2[C:3]=1[OH:24]. Procedure details: The mixture of 5-fluoro-4-methoxymethoxy-3-phenyl-2-(triethylsilanyl)-furo[2,3-b]pyridine (4) (0.10 g, 0.26 mmol) and NIS (0.07 g, 0.31 mmol) in DMF (1.5 mL) was stirred at 50° C. overnight. The reaction mixture was purified by preparative HPLC to give the title compound 5. Procedure details: At 0°, 0.18 g of potassium tert.-butoxide is added to a solution of 1.0 g of 1-[N-benzyl-2-(3-carbamoyl-4-benzyloxyphenoxy)-ethylamino]-3-[4-[4-(trifluoromethyl)-1H-imidazol-2-yl]-phenoxy]-2-propanol in 5 ml of dimethylformamide and the mixture is stirred for 20 minutes in an ice bath. At 0°-5°, a solution of 0.12 ml of methyl iodide in 3 ml of dimethylformamide is added and the mixture is then stirred for 4 hours at room temperature. The reaction solution is concentrated by evaporation, the res... Yields the product C(C1=CC=CC=C1)N(CC(COC1=CC=C(C=C1)C=1N(C=C(N1)C(F)(F)F)C)O)CCOC1=CC(=C(C=C1)OCC1=CC=CC=C1)C(N)=O (1-[N-benzyl-2-(3-carbamoyl-4-benzyloxyphenoxy)-ethylamino]-3-[4-[1-methyl-4-(trifluoromethyl)-1H-imidazol-2-yl]-phenoxy]-2-propanol). RXN SMILES: [CH3:1]C(C)([O-])C.[K+].[CH2:7]([N:14]([CH2:35][CH2:36][O:37][C:38]1[CH:43]=[CH:42][C:41]([O:44][CH2:45][C:46]2[CH:51]=[CH:50][CH:49]=[CH:48][CH:47]=2)=[C:40]([C:52](=[O:54])[NH2:53])[CH:39]=1)[CH2:15][CH:16]([OH:34])[CH2:17][O:18][C:19]1[CH:24]=[CH:23][C:22]([C:25]2[NH:26][CH:27]=[C:28]([C:30]([F:33])([F:32])[F:31])[N:29]=2)=[CH:21][CH:20]=1)[C:8]1[CH:13]=[CH:12][CH:11]=[CH:10][CH:9]=1.CI>CN(C)C=O>[CH2:7]([N:14]([CH2:35][CH2:36][O:37][C:38]1[CH:43]=[CH:42][C:41]([O:44][CH2:45][C:46]2[CH:51]=[CH:50][CH:49]=[CH:48][CH:47]=2)=[C:40]([C:52](=[O:54])[NH2:53])[CH:39]=1)[CH2:15][CH:16]([OH:34])[CH2:17][O:18][C:19]1[CH:24]=[CH:23][C:22]([C:25]2[N:26]([CH3:1])[CH:27]=[C:28]([C:30]([F:31])([F:32])[F:33])[N:29]=2)=[CH:21][CH:20]=1)[C:8]1[CH:13]=[CH:12][CH:11]=[CH:10][CH:9]=1 |f:0.1|. Starting materials: CC(C)([O-])C.[K+] (potassium tert.-butoxide), C(C1=CC=CC=C1)N(CC(COC1=CC=C(C=C1)C=1NC=C(N1)C(F)(F)F)O)CCOC1=CC(=C(C=C1)OCC1=CC=CC=C1)C(N)=O (1-[N-benzyl-2-(3-carbamoyl-4-benzyloxyphenoxy)-ethylamino]-3-[4-[4-(trifluoromethyl)-1H-imidazol-2-yl]-phenoxy]-2-propanol), CI (methyl iodide). Solvent: CN(C=O)C (dimethylformamide), CN(C=O)C (dimethylformamide). Reaction conditions: time 20 minute. Starting materials: CC(=O)O, O=C(Nc1cc(Oc2ccc([N+](=O)[O-])cn2)ccc1Cl)C(F)(F)F, [Fe]. Yields the product Nc1ccc(Oc2ccc(Cl)c(NC(=O)C(F)(F)F)c2)nc1. RXN SMILES: [CH3:25][C:26](=[O:27])[OH:28].[Cl:1][c:2]1[c:3]([NH:18][C:19]([C:20]([F:21])([F:22])[F:23])=[O:24])[cH:4][c:5]([O:8][c:9]2[n:10][cH:11][c:12]([N+:15]([O-:16])=[O:17])[cH:13][cH:14]2)[cH:6][cH:7]1.[Fe:29]>>[Cl:1][c:2]1[c:3]([NH:18][C:19]([C:20]([F:21])([F:22])[F:23])=[O:24])[cH:4][c:5]([O:8][c:9]2[n:10][cH:11][c:12]([NH2:15])[cH:13][cH:14]2)[cH:6][cH:7]1.